This data is from the Open Reaction Database (ORD), a public repository of structured organic reaction records. The task is: describe an organic reaction: reactants, conditions, products, and yield Reactants: C(C1=CC=CC=C1)NC1=NC(=NN2C1=C(C=C2)C2=CC=CC=C2)C=2C=NC=C(C(=O)OCC)C2 (ethyl 5-(4-(benzylamino)-5-phenylpyrrolo[2,1-f][1,2,4]triazin-2-yl)nicotinate), N (ammonia). Solvent: C(C)O (ethanol). Run at time 14 hour. The product is C(C1=CC=CC=C1)NC1=NC(=NN2C1=C(C=C2)C2=CC=CC=C2)C=2C=NC=C(C(=O)N)C2 (5-(4-(benzylamino)-5-phenylpyrrolo[2,1-f][1,2,4]triazin-2-yl)nicotinamide). Yield: 86.0%. RXN SMILES: [CH2:1]([NH:8][C:9]1[C:14]2=[C:15]([C:18]3[CH:23]=[CH:22][CH:21]=[CH:20][CH:19]=3)[CH:16]=[CH:17][N:13]2[N:12]=[C:11]([C:24]2[CH:25]=[N:26][CH:27]=[C:28]([CH:34]=2)[C:29]([O:31]CC)=O)[N:10]=1)[C:2]1[CH:7]=[CH:6][CH:5]=[CH:4][CH:3]=1.[NH3:35]>C(O)C>[CH2:1]([NH:8][C:9]1[C:14]2=[C:15]([C:18]3[CH:19]=[CH:20][CH:21]=[CH:22][CH:23]=3)[CH:16]=[CH:17][N:13]2[N:12]=[C:11]([C:24]2[CH:25]=[N:26][CH:27]=[C:28]([CH:34]=2)[C:29]([NH2:35])=[O:31])[N:10]=1)[C:2]1[CH:7]=[CH:6][CH:5]=[CH:4][CH:3]=1. Reported procedure: A solution of ethyl 5-(4-(benzylamino)-5-phenylpyrrolo[2,1-f][1,2,4]triazin-2-yl)nicotinate (0.100 g, 0.222 mmol) in ethanol (10 mL) was purged with ammonia gas at −40° C. in a sealed tube for 15 min. The tube was sealed and the reaction mixture was stirred at ambient temperature for 14 h. The sealed tube was opened at −40° C. and allowed to rise to ambient temperature. The solvent was evaporated under reduced pressure to give a residue which was purified by preparative HPLC (Condition B-58 as d... Starting materials: ClCCl, COc1ccc(Cn2nc(Oc3ccccc3)c3c(NC4CCOCC4)nccc32)cc1, O=S(=O)(O)C(F)(F)F. Product: c1ccc(Oc2n[nH]c3ccnc(NC4CCOCC4)c23)cc1. Reaction SMILES: [CH2:41]([Cl:42])[Cl:43].[CH3:1][O:2][c:3]1[cH:4][cH:5][c:6]([CH2:7][n:8]2[n:9][c:10]([O:24][c:25]3[cH:26][cH:27][cH:28][cH:29][cH:30]3)[c:11]3[c:12]([NH:17][CH:18]4[CH2:19][CH2:20][O:21][CH2:22][CH2:23]4)[n:13][cH:14][cH:15][c:16]23)[cH:31][cH:32]1.[OH:33][S:34]([C:35]([F:36])([F:37])[F:38])(=[O:39])=[O:40]>>[nH:8]1[n:9][c:10]([O:24][c:25]2[cH:26][cH:27][cH:28][cH:29][cH:30]2)[c:11]2[c:12]([NH:17][CH:18]3[CH2:19][CH2:20][O:21][CH2:22][CH2:23]3)[n:13][cH:14][cH:15][c:16]12. Reactants: CCO, CC1(C)CC(=O)C(c2ccc([N+](=O)[O-])cc2Cl)C(=O)C1, [NH4+], [OH-], S. Product: CC1(C)CC(=O)C(c2ccc(N)cc2Cl)C(=O)C1. Reaction SMILES: [CH3:24][CH2:25][OH:26].[Cl:1][c:2]1[c:3]([CH:11]2[C:12](=[O:20])[CH2:13][C:14]([CH3:18])([CH3:19])[CH2:15][C:16]2=[O:17])[cH:4][cH:5][c:6]([N+:8]([O-:9])=[O:10])[cH:7]1.[NH4+:22].[OH-:23].[SH2:21]>>[Cl:1][c:2]1[c:3]([CH:11]2[C:12](=[O:20])[CH2:13][C:14]([CH3:18])([CH3:19])[CH2:15][C:16]2=[O:17])[cH:4][cH:5][c:6]([NH2:8])[cH:7]1. The reactants are [N+](=O)([O-])C1=CC=C(COC(=O)C2=C(CS[C@H]3N2C(C3NC(COC3=CC=CC=C3)=O)=O)O)C=C1 (7-phenoxyacetamido-3-hydroxy-3-cephem-4-carboxylic acid p-nitrobenzyl ester), [N+](=[N-])=C (diazomethane). Yields the product O(C1=CC=CC=C1)CC(=O)NC1[C@@H]2N(C(=C(CS2)OC)C(=O)OCC2=CC=C(C=C2)[N+](=O)[O-])C1=O (p-nitrobenzyl 7-phenoxyacetamido-3-methoxy-3-cephem4-carboxylate). Reaction SMILES: [N+:1]([C:4]1[CH:34]=[CH:33][C:7]([CH2:8][O:9][C:10]([C:12]2[N:17]3[C:18](=[O:31])[CH:19]([NH:20][C:21](=[O:30])[CH2:22][O:23][C:24]4[CH:29]=[CH:28][CH:27]=[CH:26][CH:25]=4)[C@H:16]3[S:15][CH2:14][C:13]=2[OH:32])=[O:11])=[CH:6][CH:5]=1)([O-:3])=[O:2].[N+](=[CH2:37])=[N-]>>[O:23]([CH2:22][C:21]([NH:20][CH:19]1[C:18](=[O:31])[N:17]2[C:12]([C:10]([O:9][CH2:8][C:7]3[CH:6]=[CH:5][C:4]([N+:1]([O-:3])=[O:2])=[CH:34][CH:33]=3)=[O:11])=[C:13]([O:32][CH3:37])[CH2:14][S:15][C@H:16]12)=[O:30])[C:24]1[CH:29]=[CH:28][CH:27]=[CH:26][CH:25]=1. Reported procedure: More recently in my copending application Ser. No. 310,191 filed on Nov. 28, 1972 now U.S. Pat. No. 3,917,587 issued Nov. 4, 1974 the oxidation of 3-exomethylenecepham esters with ozone is described. The predominant product of the ozonolysis described therein is the 3-hydroxy-3-cephem ester which is reacted with a diazoalkene to provide the corresponding ester of a 3-alkoxy-3-cephem. Removal of the ester group provides the alkoxylated antibiotic compound. For example, 7-phenoxyacetamido-3-hydrox... Reactants: FC1=C(C=CC(=C1)F)[C@@]1(O[C@H]1C)CN1N=CN=C1 ((2R,3S)-2-(2,4-Difluorophenyl)-3-methyl-2-(1H-1,2,4-triazol-1-ylmethyl)oxirane), N1=C(C=CC=C1)C=1CCNCC1 (1′,2′,3′,6′-tetrahydro-2,4′-bipyridine), O.O.O.Cl(=O)(=O)(=O)[O-].[Li+] (lithium perchlorate trihydrate). Run in C(C)#N (acetonitrile). Product: FC1=C(C=CC(=C1)F)[C@@](CN1N=CN=C1)([C@@H](C)N1CCC(=CC1)C1=NC=CC=C1)O ((2R,3R)-2-(2,4-difluorophenyl)-3-(3′,6′-dihydro-2,4′-bipyridin-1′(2′H)-yl)-1-(1,2,4-triazol-1-yl)butan-2-ol). Isolated yield 49.6%. Reaction SMILES: [F:1][C:2]1[CH:7]=[C:6]([F:8])[CH:5]=[CH:4][C:3]=1[C@@:9]1([CH2:13][N:14]2[CH:18]=[N:17][CH:16]=[N:15]2)[C@H:11]([CH3:12])[O:10]1.[N:19]1[CH:24]=[CH:23][CH:22]=[CH:21][C:20]=1[C:25]1[CH2:26][CH2:27][NH:28][CH2:29][CH:30]=1.O.O.O.Cl([O-])(=O)(=O)=O.[Li+]>C(#N)C>[F:1][C:2]1[CH:7]=[C:6]([F:8])[CH:5]=[CH:4][C:3]=1[C@:9]([OH:10])([C@H:11]([N:28]1[CH2:29][CH:30]=[C:25]([C:20]2[CH:21]=[CH:22][CH:23]=[CH:24][N:19]=2)[CH2:26][CH2:27]1)[CH3:12])[CH2:13][N:14]1[CH:18]=[N:17][CH:16]=[N:15]1 |f:2.3.4.5.6|. Procedure details: (2R,3S)-2-(2,4-Difluorophenyl)-3-methyl-2-(1H-1,2,4-triazol-1-ylmethyl)oxirane (2.21 g, 8.8 mmol) and 1′,2′,3′,6′-tetrahydro-2,4′-bipyridine (7.47 g, 46.6 mmol) were dissolved in acetonitrile (100 ml), and lithium perchlorate trihydrate (7.48 g, 46.6 mmol) was added thereto and refluxed for 48 hours. The solvent was evaporated under a reduced pressure, and the thus obtained residue was dissolved in ethyl acetate and washed with water. The solvent was again evaporated under a reduced pressure, an... Reactants: N1CCOCC1 (morpholine), C(C)OC(CC1=CN=C(C2=CC(=C(C=C12)OC)OC)Cl)=O ((1-chloro-6,7-dimethoxy-isoquinolin-4-yl)-acetic acid ethyl ester). The solvent is C1(=CC=CC=C1)C (toluene). The product is C(C)OC(CC1=CN=C(C2=CC(=C(C=C12)OC)OC)N1CCOCC1)=O ((6,7-dimethoxy-1-morpholin4-yl-isoquinolin4-yl)-acetic acid ethyl ester). As a reaction SMILES: [NH:1]1[CH2:6][CH2:5][O:4][CH2:3][CH2:2]1.[CH2:7]([O:9][C:10](=[O:27])[CH2:11][C:12]1[C:21]2[C:16](=[CH:17][C:18]([O:24][CH3:25])=[C:19]([O:22][CH3:23])[CH:20]=2)[C:15](Cl)=[N:14][CH:13]=1)[CH3:8]>C1(C)C=CC=CC=1>[CH2:7]([O:9][C:10](=[O:27])[CH2:11][C:12]1[C:21]2[C:16](=[CH:17][C:18]([O:24][CH3:25])=[C:19]([O:22][CH3:23])[CH:20]=2)[C:15]([N:1]2[CH2:6][CH2:5][O:4][CH2:3][CH2:2]2)=[N:14][CH:13]=1)[CH3:8]. Reported procedure: Excess morpholine is added to a suspension of (1-chloro-6,7-dimethoxy-isoquinolin-4-yl)-acetic acid ethyl ester (0.200 g, 0.65 mmol) in toluene (1 ml) and the mixture heated to reflux until the starting material is consumed. After evaporation, the residue is partitioned between water and dichloromethane, the organic phase is dried over magnesium sulfate and evaporated. to afford (6,7-dimethoxy-1-morpholin4-yl-isoquinolin4-yl)-acetic acid ethyl ester [MH]+ 361. The crude ester (0.240 g, 0.66 mmol... Starting materials: C1=C(C=C(C(=C1O)O)SCC(C(=O)O)N)CC(C(=O)O)N (5-S-cysteinyldopa), N[C@@H](C)C(=O)C1=CC2=C(N=C(CS2)C(=O)O)C(=C1)O (7-alanyl-5-hydroxy-3-carboxy-2H-1,4-benzothiazine). Yields the product N[C@@H](C)C(=O)C1=CC2=C(N=CCS2)C(=C1)O (7-alanyl-5-hydroxy-2H-1,4-benzothiazine). Reaction SMILES: C1C(O)=C(O)C(SCC(N)C(O)=O)=CC=1CC(N)C(O)=O.[NH2:22][C@H:23]([C:25]([C:27]1[CH:39]=[C:38]([OH:40])[C:30]2[N:31]=[C:32](C(O)=O)[CH2:33][S:34][C:29]=2[CH:28]=1)=[O:26])[CH3:24]>>[NH2:22][C@H:23]([C:25]([C:27]1[CH:39]=[C:38]([OH:40])[C:30]2[N:31]=[CH:32][CH2:33][S:34][C:29]=2[CH:28]=1)=[O:26])[CH3:24]. Reported procedure: The other pathway from dopaquinone to melanin involves the addition of cysteine to dopaquinone to produce 5-S-cysteinyldopa, followed by the oxidation of 5-S-cysteinyldopa to 5-S-cysteinyldopaquinone. A ring closure of the 5-S-cysteinyldopaquinone then yields 7-alanyl-5-hydroxy-3-carboxy-2H-1,4-benzothiazine which is subsequently decarboxylated to yield 7-alanyl-5-hydroxy-2H-1,4-benzothiazine. At this point, the 7-alanyl-5-hydroxy-2H-1,4-benzothiazine is converted to melanin and pheomelanin. Tyr... Starting materials: C1(=CC=CC=C1)P(C1=CC=CC=C1)C1=CC=CC=C1 (triphenylphosphine), ClC=1C=C(C=CC1N1N=NN=C1C)/C(/C(=O)O)=C\C1CCCCC1 ((E)-2-[3-chloro-4-(5-methyl-tetrazol-1-yl)-phenyl]-3-cyclohexyl-acrylic acid), NC=1SC=CN1 (2-aminothiazole), BrN1C(CCC1=O)=O (N-bromosuccinimide). The solvent is C(Cl)Cl (methylene chloride), C(Cl)Cl (methylene chloride). Conditions: temperature 0 celsius, time 30 minute. The product is hexanes ethyl acetate, ClC=1C=C(C=CC1N1N=NN=C1C)/C(/C(=O)NC=1SC=CN1)=C\C1CCCCC1 ((E)-2-[3-chloro-4-(5-methyl-tetrazol-1-yl)-phenyl]-3-cyclohexyl-N-thiazol-2-yl-acrylamide). The yield is 36.5%. RXN SMILES: C1(P(C2C=CC=CC=2)C2C=CC=CC=2)C=CC=CC=1.BrN1C(=O)CCC1=O.[Cl:28][C:29]1[CH:30]=[C:31](/[C:41](=[CH:45]\[CH:46]2[CH2:51][CH2:50][CH2:49][CH2:48][CH2:47]2)/[C:42](O)=[O:43])[CH:32]=[CH:33][C:34]=1[N:35]1[C:39]([CH3:40])=[N:38][N:37]=[N:36]1.[NH2:52][C:53]1[S:54][CH:55]=[CH:56][N:57]=1>C(Cl)Cl>[Cl:28][C:29]1[CH:30]=[C:31](/[C:41](=[CH:45]\[CH:46]2[CH2:51][CH2:50][CH2:49][CH2:48][CH2:47]2)/[C:42]([NH:52][C:53]2[S:54][CH:55]=[CH:56][N:57]=2)=[O:43])[CH:32]=[CH:33][C:34]=1[N:35]1[C:39]([CH3:40])=[N:38][N:37]=[N:36]1. Reported procedure: A solution of triphenylphosphine (290 mg, 1.1 mmol) in methylene chloride (5 mL) was cooled to 0° C. and then treated with N-bromosuccinimide (195 mg, 1.1 mmol). The reaction mixture was stirred at 0° C. for 30 min and then treated with a solution of (E)-2-[3-chloro-4-(5-methyl-tetrazol-1-yl)-phenyl]-3-cyclohexyl-acrylic acid (192 mg, 0.55 mmol) in methylene chloride (3 mL). The reaction mixture was stirred for 15 min at 0° C. and then allowed to warm to 25° C. where it was stirred for 1.5 h. Th... The reactants are C(C)(C)(C)OC(=O)N1C[C@@H](CCC1)OC=1C=NC=C(C1)Br ((R)-3-(5-bromo-pyridin-3-yloxy)-piperidine-1-carboxylic acid tert-butyl ester). Run in CO (MeOH), Cl (HCl), O1CCOCC1 (1,4-dioxane). Yields the product BrC=1C=NC=C(C1)O[C@H]1CNCCC1 (3-bromo-5-((R)-piperidin-3-yloxy)-pyridine). The yield is 120.1%. RXN SMILES: C(OC([N:8]1[CH2:13][CH2:12][CH2:11][C@@H:10]([O:14][C:15]2[CH:16]=[N:17][CH:18]=[C:19]([Br:21])[CH:20]=2)[CH2:9]1)=O)(C)(C)C>CO.Cl.O1CCOCC1>[Br:21][C:19]1[CH:18]=[N:17][CH:16]=[C:15]([O:14][C@@H:10]2[CH2:11][CH2:12][CH2:13][NH:8][CH2:9]2)[CH:20]=1. Procedure details: A solution of (R)-3-(5-bromo-pyridin-3-yloxy)-piperidine-1-carboxylic acid tert-butyl ester (596 mg, 1.7 mmol) in MeOH (5 mL) and HCl solution in 1,4-dioxane (4N; 1.5 mL) is stirred at room temperature for 16 h. The mixture is concentrated to provide 525 mg 3-bromo-5-((R)-piperidin-3-yloxy)-pyridine as the hydrochloride salt. Starting materials: C=CC=CCC (1,3-hexadiene), C(=O)C=C (acrolein), C1(O)=CC=C(O)C=C1 (hydroquinone). Yields the product C(C)[C@@H]1[C@@H](CCC=C1)C=O (cis-2-Ethyl-3-cyclohexene-1-carbaldehyde). Procedure details: A mixture of 1,3-hexadiene (cis/trans mixture, 20 g., 0.24 mole), acrolein (18 ml., 0.27 mole) and hydroquinone (50 mg.) was heated at 70°-75° C. for 22 hours. Distillation in vacuo gave purified title product (21.7 g.; b.p. 90° C./12-15 mm.; 78% cis, 22% trans by pnmr assay). Reaction SMILES: [CH2:1]=[CH:2][CH:3]=[CH:4][CH2:5][CH3:6].[CH:7](C=C)=[O:8].[C:11]1(C=CC(O)=C[CH:13]=1)O>>[CH2:2]([C@H:3]1[CH:13]=[CH:11][CH2:6][CH2:5][C@H:4]1[CH:7]=[O:8])[CH3:1].